This data is from the Open Reaction Database (ORD), a public repository of structured organic reaction records. The task is: describe an organic reaction: reactants, conditions, products, and yield Reactants: CCCCC(CC)C(=O)[O-], C1CCOC1, CCCCCC, CCOC(C)=O, [Na+], C=CCOC(=O)C1=C(c2cccc(OC)c2)CC2C(C(C)O)C(=O)N12, c1ccc(P(c2ccccc2)c2ccccc2)cc1, c1ccc(P(c2ccccc2)(c2ccccc2)[Pd](P(c2ccccc2)(c2ccccc2)c2ccccc2)(P(c2ccccc2)(c2ccccc2)c2ccccc2)P(c2ccccc2)(c2ccccc2)c2ccccc2)cc1. The product is [Na+], COc1cccc(C2=C(C(=O)[O-])N3C(=O)C(C(C)O)C3C2)c1. RXN SMILES: [CH2:45]([CH:46]([CH2:47][CH2:48][CH2:49][CH3:50])[C:51]([O-:52])=[O:53])[CH3:54].[CH2:62]1[O:63][CH2:64][CH2:65][CH2:66]1.[CH3:144][CH2:145][CH2:146][CH2:147][CH2:148][CH3:149].[CH3:56][CH2:57][O:58][C:59](=[O:60])[CH3:61].[Na+:55].[OH:1][CH:2]([CH3:3])[CH:4]1[CH:5]2[CH2:6][C:7]([c:18]3[cH:19][c:20]([O:24][CH3:25])[cH:21][cH:22][cH:23]3)=[C:8]([C:12](=[O:13])[O:14][CH2:15][CH:16]=[CH2:17])[N:9]2[C:10]1=[O:11].[c:26]1([P:27]([c:28]2[cH:29][cH:30][cH:31][cH:32][cH:33]2)[c:34]2[cH:35][cH:36][cH:37][cH:38][cH:39]2)[cH:40][cH:41][cH:42][cH:43][cH:44]1.[cH:67]1[cH:68][cH:69][c:70]([P:71]([Pd:72]([P:73]([c:74]2[cH:75][cH:76][cH:77][cH:78][cH:79]2)([c:80]2[cH:81][cH:82][cH:83][cH:84][cH:85]2)[c:86]2[cH:87][cH:88][cH:89][cH:90][cH:91]2)([P:92]([c:93]2[cH:94][cH:95][cH:96][cH:97][cH:98]2)([c:99]2[cH:100][cH:101][cH:102][cH:103][cH:104]2)[c:105]2[cH:106][cH:107][cH:108][cH:109][cH:110]2)[P:111]([c:112]2[cH:113][cH:114][cH:115][cH:116][cH:117]2)([c:118]2[cH:119][cH:120][cH:121][cH:122][cH:123]2)[c:124]2[cH:125][cH:126][cH:127][cH:128][cH:129]2)([c:130]2[cH:131][cH:132][cH:133][cH:134][cH:135]2)[c:136]2[cH:137][cH:138][cH:139][cH:140][cH:141]2)[cH:142][cH:143]1>>[Na+:55].[OH:1][CH:2]([CH3:3])[CH:4]1[CH:5]2[CH2:6][C:7]([c:18]3[cH:19][c:20]([O:24][CH3:25])[cH:21][cH:22][cH:23]3)=[C:8]([C:12](=[O:13])[O-:14])[N:9]2[C:10]1=[O:11]. The product is COc1ccc(COCCCC2(c3ccccc3)CCN(C(C)c3ccc(CCO)cc3)C(=O)O2)cc1. The reactants are B, C1CCOC1, C1CCOC1, C=Cc1ccc(C(C)N2CCC(CCCOCc3ccc(OC)cc3)(c3ccccc3)OC2=O)cc1. RXN SMILES: [BH3:37].[CH2:38]1[CH2:41][CH2:40][CH2:39][O:42]1.[CH2:43]1[O:44][CH2:45][CH2:46][CH2:47]1.[CH3:1][O:2][c:3]1[cH:4][cH:5][c:6]([CH2:7][O:8][CH2:9][CH2:10][CH2:11][C:12]2([c:29]3[cH:30][cH:31][cH:32][cH:33][cH:34]3)[CH2:13][CH2:14][N:15]([CH:19]([CH3:20])[c:21]3[cH:22][cH:23][c:24]([CH:27]=[CH2:28])[cH:25][cH:26]3)[C:16](=[O:18])[O:17]2)[cH:35][cH:36]1>>[CH3:1][O:2][c:3]1[cH:4][cH:5][c:6]([CH2:7][O:8][CH2:9][CH2:10][CH2:11][C:12]2([c:29]3[cH:30][cH:31][cH:32][cH:33][cH:34]3)[CH2:13][CH2:14][N:15]([CH:19]([CH3:20])[c:21]3[cH:22][cH:23][c:24]([CH2:27][CH2:28][OH:42])[cH:25][cH:26]3)[C:16](=[O:18])[O:17]2)[cH:35][cH:36]1. Starting materials: C(C)(=O)Cl (acetyl chloride), NCCN1N=C2N=C(C(=C(C2=C1)C1=CC=C(C=C1)F)C1=CC=NC=C1)C1=CC=C(C=C1)F (2-(2-Aminoethyl)-4,6-bis(4-fluorophenyl)-5-(4-pyridyl)pyrazolo[3,4-b]pyridine). Yields the product FC1=CC=C(C=C1)C=1C=2C(N=C(C1C1=CC=NC=C1)C1=CC=C(C=C1)F)=NN(C2)CCNC(C)=O (N-[2-[4,6-Bis(4-fluorophenyl)-5-(4-pyridyl)pyrazolo[3,4-b]pyridin-2-yl]ethyl]acetamide). Isolated yield 48.0%. Reaction SMILES: [C:1](Cl)(=[O:3])[CH3:2].[NH2:5][CH2:6][CH2:7][N:8]1[CH:16]=[C:15]2[C:10]([N:11]=[C:12]([C:30]3[CH:35]=[CH:34][C:33]([F:36])=[CH:32][CH:31]=3)[C:13]([C:24]3[CH:29]=[CH:28][N:27]=[CH:26][CH:25]=3)=[C:14]2[C:17]2[CH:22]=[CH:21][C:20]([F:23])=[CH:19][CH:18]=2)=[N:9]1>>[F:23][C:20]1[CH:21]=[CH:22][C:17]([C:14]2[C:15]3[C:10](=[N:9][N:8]([CH2:7][CH2:6][NH:5][C:1](=[O:3])[CH3:2])[CH:16]=3)[N:11]=[C:12]([C:30]3[CH:35]=[CH:34][C:33]([F:36])=[CH:32][CH:31]=3)[C:13]=2[C:24]2[CH:29]=[CH:28][N:27]=[CH:26][CH:25]=2)=[CH:18][CH:19]=1. Procedure: Following a similar procedure to that described in reference example 1 section a, but using acetyl chloride instead of 4-fluorobenzoyl chloride and 2-(2-aminoethyl)-4,6-bis(4-fluorophenyl)-5-(4-pyridyl)pyrazolo[3,4-b]pyridine (obtained in example 90) instead of N,O-dimethylhydroxylamine, the desired compound was obtained (yield: 48%). Reactants: BrCCCCCC(=O)OCC (ethyl 6-bromohexanoate), S(=O)([O-])[O-].[Na+].[Na+] (sodium sulfite). Solvent: C(C)O (ethanol), O (water). Product: C(C)OC(CCCCCS(=O)(=O)[O-])=O.[Na+] (Sodium 6-ethoxy-6-oxo-1-hexanesulfonate). Isolated yield 100.0%. Reaction SMILES: Br[CH2:2][CH2:3][CH2:4][CH2:5][CH2:6][C:7]([O:9][CH2:10][CH3:11])=[O:8].[S:12]([O-:15])([O-:14])=[O:13].[Na+:16].[Na+]>C(O)C.O>[CH2:10]([O:9][C:7](=[O:8])[CH2:6][CH2:5][CH2:4][CH2:3][CH2:2][S:12]([O-:15])(=[O:14])=[O:13])[CH3:11].[Na+:16] |f:1.2.3,6.7|. Reported procedure: To a solution of ethyl 6-bromohexanoate (61b) (2.48 g, 11.0 mmol) in ethanol (6 ml) a solution of sodium sulfite (2.16 g, 20.6 mmol) in water (9 ml) was added and the resulting mixture was refluxed for 1 hour. The reaction mixture was evaporated under reduced pressure and the obtained solid was extracted with boiling ethanol in Soxhlet extraction apparatus for 15-20 hours. The extract was evaporated and the residue was crystallised from ethanol-diethyl ether (1:10) giving the title compound (2.7... Reactants: O=C1N(CCC1(C1=CC=CC=C1)C1=CC=CC=C1)CC(=O)O (2-(2-oxo-3,3-diphenylpyrrolidin-1-yl)acetic acid), ON\C(\C1=CC=C(C=C1)C(F)(F)F)=N/[H] ((Z)—N-hydroxy-4-(trifluoromethyl)benzimidamide), FC1=CC=C(C=C1)C1(C(N(CC1)CC(=O)O)=O)C1=CC=C(C=C1)F (2-(3,3-bis(4-fluorophenyl)-2-oxopyrrolidin-1-yl)acetic acid), ClC1=CC=C(/C(/NO)=N/[H])C=C1 ((Z)-4-chloro-N-hydroxybenzimidamide). Yields the product ClC1=CC=C(C=C1)C1=NOC(=N1)CN1C(C(CC1)(C1=CC=CC=C1)C1=CC=CC=C1)=O (1-{[3-(4-chlorophenyl)-1,2,4-oxadiazol-5-yl]methyl}-3,3-diphenylpyrrolidin-2-one). Reaction SMILES: [O:1]=[C:2]1[C:6]([C:13]2[CH:18]=[CH:17][CH:16]=[CH:15][CH:14]=2)([C:7]2[CH:12]=[CH:11][CH:10]=[CH:9][CH:8]=2)[CH2:5][CH2:4][N:3]1[CH2:19][C:20](O)=[O:21].FC1C=CC(C2(C3C=CC(F)=CC=3)CCN(CC(O)=O)C2=O)=CC=1.[Cl:47][C:48]1[CH:58]=[CH:57][C:51](/[C:52](=[N:55]/[H])/[NH:53]O)=[CH:50][CH:49]=1.ON/C(=N\[H])/C1C=CC(C(F)(F)F)=CC=1>>[Cl:47][C:48]1[CH:58]=[CH:57][C:51]([C:52]2[N:55]=[C:20]([CH2:19][N:3]3[CH2:4][CH2:5][C:6]([C:7]4[CH:8]=[CH:9][CH:10]=[CH:11][CH:12]=4)([C:13]4[CH:14]=[CH:15][CH:16]=[CH:17][CH:18]=4)[C:2]3=[O:1])[O:21][N:53]=2)=[CH:50][CH:49]=1. Procedure details: The title compound was prepared using the procedure described in Example 190 substituting 2-(2-oxo-3,3-diphenylpyrrolidin-1-yl)acetic acid from Example 1C for 2-(3,3-bis(4-fluorophenyl)-2-oxopyrrolidin-1-yl)acetic acid and (Z)-4-chloro-N-hydroxybenzimidamide for (Z)—N-hydroxy-4-(trifluoromethyl)benzimidamide. 1H NMR (300 MHz, CDCl3) δ ppm 7.99-7.91 (m, 2H), 7.49-7.14 (m, 12H), 4.88 (s, 2H), 3.57 (t, J=6.5, 2H), 2.89 (t, J=6.5, 2H); MS (DCI) m/z 430.1 (M+H)+. Reactants: N([C@@H](CC1=CN(C=N1)S(=O)(=O)C1=CC=C(C)C=C1)C(=O)O)C(=O)OC(C)(C)C (Boc-His(Tos)-OH), CN1CCOCC1 (NMM), ClC(=O)OCC(C)C (isobutyl chloroformate), Cl (HCl), N[C@H](CC1=CN(C2=CC=CC=C12)C=O)C(=O)N[C@@H](CC1=CC=CC=C1)C(=O)OCC1=CC=CC=C1 (H-D-Trp(CHO)-Phe-OBzl), CN1CCOCC1 (NMM). Solvent: C(Cl)Cl (methylene chloride), CN(C)C=O (DMF). Yields the product N([C@@H](CC1=CN(C=N1)S(=O)(=O)C1=CC=C(C)C=C1)C(=O)N[C@H](CC1=CN(C2=CC=CC=C12)C=O)C(=O)N[C@@H](CC1=CC=CC=C1)C(=O)OCC1=CC=CC=C1)C(=O)OC(C)(C)C (Boc-His(Tos)-D-Trp(CHO)-Phe-OBzl). Isolated yield 83.4%. Reaction SMILES: [NH:1]([C:22]([O:24][C:25]([CH3:28])([CH3:27])[CH3:26])=[O:23])[C@H:2]([C:19](O)=[O:20])[CH2:3][C:4]1[N:8]=[CH:7][N:6]([S:9]([C:12]2[CH:18]=[CH:17][C:15]([CH3:16])=[CH:14][CH:13]=2)(=[O:11])=[O:10])[CH:5]=1.CN1CCOCC1.ClC(OCC(C)C)=O.Cl.[NH2:45][C@@H:46]([C:59]([NH:61][C@H:62]([C:70]([O:72][CH2:73][C:74]1[CH:79]=[CH:78][CH:77]=[CH:76][CH:75]=1)=[O:71])[CH2:63][C:64]1[CH:69]=[CH:68][CH:67]=[CH:66][CH:65]=1)=[O:60])[CH2:47][C:48]1[C:56]2[C:51](=[CH:52][CH:53]=[CH:54][CH:55]=2)[N:50]([CH:57]=[O:58])[CH:49]=1>C(Cl)Cl.CN(C=O)C>[NH:1]([C:22]([O:24][C:25]([CH3:27])([CH3:28])[CH3:26])=[O:23])[C@H:2]([C:19]([NH:45][C@@H:46]([C:59]([NH:61][C@H:62]([C:70]([O:72][CH2:73][C:74]1[CH:75]=[CH:76][CH:77]=[CH:78][CH:79]=1)=[O:71])[CH2:63][C:64]1[CH:65]=[CH:66][CH:67]=[CH:68][CH:69]=1)=[O:60])[CH2:47][C:48]1[C:56]2[C:51](=[CH:52][CH:53]=[CH:54][CH:55]=2)[N:50]([CH:57]=[O:58])[CH:49]=1)=[O:20])[CH2:3][C:4]1[N:8]=[CH:7][N:6]([S:9]([C:12]2[CH:18]=[CH:17][C:15]([CH3:16])=[CH:14][CH:13]=2)(=[O:11])=[O:10])[CH:5]=1. Reported procedure: To a solution of Boc-His(Tos)-OH (0.81 g) in methylene chloride (10 ml) were added NMM (0.22 ml) and isobutyl chloroformate (0.26 ml) successively at -15° C., and the mixture was stirred for ten minutes. On the other hand, a solution of HCl.H-D-Trp(CHO)-Phe-OBzl (1.00 g) in DMF (20 ml) was cooled at -30° C. and thereto was added NMM (0.22 ml). This solution was added to the above mentioned mixture and stirred for two hours at -30° C. After evaporation and extraction with ethyl acetate, the organ... The reactants are BrC=1N=CC(=NC1C=1C=NC=CC1)N (5-bromo-6-pyridin-3-ylpyrazin-2-amine), CC1(OB(OC1(C)C)C1=CC=NC=C1)C (4-(4,4,5,5-tetramethyl-1,3,2-dioxaborolan-2-yl)pyridine), C([O-])([O-])=O.[Cs+].[Cs+] (cesium carbonate). The solvent is O1CCOCC1 (dioxane), O (water). Reaction conditions: temperature 150 celsius. Yields the product N1=CC(=CC=C1)C1=C(N=CC(=N1)N)C1=CC=NC=C1 (6-Pyridin-3-yl-5-pyridin-4-ylpyrazin-2-amine). Yield: 93.4%. RXN SMILES: Br[C:2]1[N:3]=[CH:4][C:5]([NH2:14])=[N:6][C:7]=1[C:8]1[CH:9]=[N:10][CH:11]=[CH:12][CH:13]=1.CC1(C)C(C)(C)OB([C:23]2[CH:28]=[CH:27][N:26]=[CH:25][CH:24]=2)O1.C(=O)([O-])[O-].[Cs+].[Cs+]>O1CCOCC1.O>[N:10]1[CH:11]=[CH:12][CH:13]=[C:8]([C:7]2[N:6]=[C:5]([NH2:14])[CH:4]=[N:3][C:2]=2[C:23]2[CH:28]=[CH:27][N:26]=[CH:25][CH:24]=2)[CH:9]=1 |f:2.3.4|. Procedure details: A mixture of 5-bromo-6-pyridin-3-ylpyrazin-2-amine (Preparation 6, 0.4 g, 1.59 mmol), 4-(4,4,5,5-tetramethyl-1,3,2-dioxaborolan-2-yl)pyridine (0.424 g, 2.07 mmol), [1,1′-bis(diphenylphosphino)ferrocene]palladium(II)dichloride dichloromethane complex (1:1) (76 mg, 0.095 mmol) and cesium carbonate (1.55 g, 4.77 mmol) in dioxane (14 mL) and water (3.72 mL) was heated to 150° C. for 10 minutes in the microwave oven. The mixture was partitioned between ethyl acetate and water. The organic layer was d... Starting materials: CN.CO (methylamine methanol), ClCCCl (1,2-Dichloroethane), S(=O)(Cl)Cl (thionyl chloride), ClC1=NC=CC=C1OCC1=C(C=CC=C1)\C(\C(=O)O)=N/OC ((E)-2-(2-chloro-3-pyridyloxymethyl)-α-methoxyiminophenylacetic acid). Solvent: O (water), CN(C=O)C (dimethylformamide). Yields the product ClC1=NC=CC=C1OCC1=C(C=CC=C1)\C(\C(=O)NC)=N/OC ((E)-2-[2-(2-chloro-3-pyridyloxymethyl)phenyl]-2-methoxyimino-N-methylacetamide). Yield: 42.8%. RXN SMILES: ClCCCl.S(Cl)(Cl)=O.[Cl:9][C:10]1[C:15]([O:16][CH2:17][C:18]2[CH:23]=[CH:22][CH:21]=[CH:20][C:19]=2/[C:24](=[N:28]\[O:29][CH3:30])/[C:25]([OH:27])=O)=[CH:14][CH:13]=[CH:12][N:11]=1.[CH3:31][NH2:32].CO>O.CN(C)C=O>[Cl:9][C:10]1[C:15]([O:16][CH2:17][C:18]2[CH:23]=[CH:22][CH:21]=[CH:20][C:19]=2/[C:24](=[N:28]\[O:29][CH3:30])/[C:25]([NH:32][CH3:31])=[O:27])=[CH:14][CH:13]=[CH:12][N:11]=1 |f:3.4|. Reported procedure: 1,2-Dichloroethane (1 ml), thionyl chloride (0.03 g, 0.28 mmol) and dimethylformamide (DMF)(0.01 ml) were added to (E)-2-(2-chloro-3-pyridyloxymethyl)-α-methoxyiminophenylacetic acid (0.05 g, 0.14 mmol). The mixture was stirred under reflux for 1 hour. To the reaction mixture was added 40% methylamine/methanol solution (1 ml) under ice-cooling. The mixture was stirred at 0° C. for 1 hour. After completion of the reaction, water (100 ml) was added, and the mixture was extracted with methylene chl... The reactants are N([C@@H](CC(C)C)C(=O)N[C@@H](CCCCNC(=O)OC(C)(C)C)C(=O)O)C(=O)OCC1=CC=CC=C1 (Z-Leu-Lys(Boc)-OH), O (H2O). Reagents/catalysts: [Pd] (Pd/C). Run in CO (methanol). Product: N[C@@H](CC(C)C)C(=O)N[C@@H](CCCCNC(=O)OC(C)(C)C)C(=O)O (L-Leucyl-Nε -tert-butyloxycarbonyl-L-lysine). Yield: 89.1%. RXN SMILES: [NH:1](C(OCC1C=CC=CC=1)=O)[C@H:2]([C:7]([NH:9][C@H:10]([C:23]([OH:25])=[O:24])[CH2:11][CH2:12][CH2:13][CH2:14][NH:15][C:16]([O:18][C:19]([CH3:22])([CH3:21])[CH3:20])=[O:17])=[O:8])[CH2:3][CH:4]([CH3:6])[CH3:5].O>CO.[Pd]>[NH2:1][C@H:2]([C:7]([NH:9][C@H:10]([C:23]([OH:25])=[O:24])[CH2:11][CH2:12][CH2:13][CH2:14][NH:15][C:16]([O:18][C:19]([CH3:21])([CH3:20])[CH3:22])=[O:17])=[O:8])[CH2:3][CH:4]([CH3:6])[CH3:5]. Reported procedure: A solution of Z-Leu-Lys(Boc)-OH 41.5 g, 0.084 mol) in methanol (210 mL) was hydrogenated in a Vibromixer apparatus using 10% Pd/C (5.0 g) for 3.5 h. The precipitated product dissolved on addition of H2O (120 mL). The catalyst was removed by filtration (celite); washed twice with H2O and the combined filtrate evaporated to near dryness. The residue was reevaporated from MeOH (2×) and Et2O (2×). The solid product was collected, washed with Et2O and dried to afford 26.9 g of white solid. Recrystall... Starting materials: CCOC(=O)C1CCN(c2ccc([N+](=O)[O-])c(-n3cccn3)c2)CC1, CCO. Product: CCOC(=O)C1CCN(c2ccc(N)c(-n3cccn3)c2)CC1. As a reaction SMILES: [CH2:1]([CH3:2])[O:3][C:4](=[O:5])[CH:6]1[CH2:7][CH2:8][N:9]([c:12]2[cH:13][c:14](-[n:21]3[n:22][cH:23][cH:24][cH:25]3)[c:15]([N+:18]([O-:19])=[O:20])[cH:16][cH:17]2)[CH2:10][CH2:11]1.[CH3:26][CH2:27][OH:28]>>[CH2:1]([CH3:2])[O:3][C:4](=[O:5])[CH:6]1[CH2:7][CH2:8][N:9]([c:12]2[cH:13][c:14](-[n:21]3[n:22][cH:23][cH:24][cH:25]3)[c:15]([NH2:18])[cH:16][cH:17]2)[CH2:10][CH2:11]1.